Dataset: the Open Reaction Database (ORD), a public repository of structured organic reaction records. Task: describe an organic reaction: reactants, conditions, products, and yield Starting materials: COC(CC=1N=C(SC1Cl)NC(C(C)(C1=CC=C(C=C1)S(=O)(=O)C)OC1=C(C=C(C=C1)F)F)=O)=O ({5-Chloro-2-[2-(2,4-difluoro-phenoxy)-2-(4-methanesulfonyl-phenyl)-propionylamino]-thiazol-4-yl}-acetic acid methyl ester), C(C)O (Ethanol), O (water), [OH-].[Li+] (lithium hydroxide). Solvent: C1CCOC1 (THF). Reaction conditions: time 5 hour. Yields the product ClC1=C(N=C(S1)NC(C(C)(C1=CC=C(C=C1)S(=O)(=O)C)OC1=C(C=C(C=C1)F)F)=O)CC(=O)O ({5-Chloro-2-[2-(2,4-difluoro-phenoxy)-2-(4-methanesulfonyl-phenyl)-propionylamino]-thiazol-4-yl}-acetic acid). Yield: 33.9%. As a reaction SMILES: C[O:2][C:3](=[O:35])[CH2:4][C:5]1[N:6]=[C:7]([NH:11][C:12](=[O:34])[C:13]([O:25][C:26]2[CH:31]=[CH:30][C:29]([F:32])=[CH:28][C:27]=2[F:33])([C:15]2[CH:20]=[CH:19][C:18]([S:21]([CH3:24])(=[O:23])=[O:22])=[CH:17][CH:16]=2)[CH3:14])[S:8][C:9]=1[Cl:10].C(O)C.O.[OH-].[Li+]>C1COCC1>[Cl:10][C:9]1[S:8][C:7]([NH:11][C:12](=[O:34])[C:13]([O:25][C:26]2[CH:31]=[CH:30][C:29]([F:32])=[CH:28][C:27]=2[F:33])([C:15]2[CH:20]=[CH:19][C:18]([S:21]([CH3:24])(=[O:23])=[O:22])=[CH:17][CH:16]=2)[CH3:14])=[N:6][C:5]=1[CH2:4][C:3]([OH:35])=[O:2] |f:3.4|. Procedure details: To a solution of {5-Chloro-2-[2-(2,4-difluoro-phenoxy)-2-(4-methanesulfonyl-phenyl)-propionylamino]-thiazol-4-yl}-acetic acid methyl ester (0.03 g, 0.05 mmol) in THF:Ethanol:water (1 ml+0.3 ml+0.3 ml) was added lithium hydroxide (0.0046 g, 0.11 mmol). The resulting mixture was stirred for 5 hours at room temperature followed by removal of solvent under reduced pressure. The residue was suspended in water (15 ml), extracted with ethyl acetate to remove impurities. The aqueous layer was acidified ... The reactants are C(C)C(CC)OC1=CC(=NC=2N(CC(NC21)=O)C2=C(C=C(C=C2C)C)C)C (8-(1-ethyl-propoxy)-6-methyl-4-(2,4,6-trimethyl-phenyl)-3,4-dihydro-1H-pyrido[2,3-b]pyrazin-2-one), CSC.B (borane dimethylsulfide). The solvent is C1CCOC1 (THF). Conditions: time 2 hour. Product: C(C)C(CC)OC1=CC(=NC=2N(CCNC21)C2=C(C=C(C=C2C)C)C)C (8-(1-Ethyl-propoxy)-6-methyl-4-(2,4,6-trimethyl-phenyl)-1,2,3,4-tetrahydro-pyrido[2,3-b]pyrazine). The yield is 117.5%. RXN SMILES: [CH2:1]([CH:3]([O:6][C:7]1[C:16]2[NH:15][C:14](=O)[CH2:13][N:12]([C:18]3[C:23]([CH3:24])=[CH:22][C:21]([CH3:25])=[CH:20][C:19]=3[CH3:26])[C:11]=2[N:10]=[C:9]([CH3:27])[CH:8]=1)[CH2:4][CH3:5])[CH3:2].CSC.B>C1COCC1>[CH2:1]([CH:3]([O:6][C:7]1[C:16]2[NH:15][CH2:14][CH2:13][N:12]([C:18]3[C:23]([CH3:24])=[CH:22][C:21]([CH3:25])=[CH:20][C:19]=3[CH3:26])[C:11]=2[N:10]=[C:9]([CH3:27])[CH:8]=1)[CH2:4][CH3:5])[CH3:2] |f:1.2|. Procedure: A mixture of 8-(1-ethyl-propoxy)-6-methyl-4-(2,4,6-trimethyl-phenyl)-3,4-dihydro-1H-pyrido[2,3-b]pyrazin-2-one (13 mg, 0.0354 mmol) and 2M borane dimethylsulfide complex (BH3.DMS) (0.044 ml, 0.0884 mmol) in 2 ml of dry THF was heated at reflux for 2 hours. The mixture was quenched with 0.2 ml of methanol and 0.2 ml of concentrated hydrochloric acid (HCl) and the resulting mixture was stirred at room temperature for 2 hours, and then concentrated to dryness. The residue was quenched with water, n...